Dataset: the Open Reaction Database (ORD), a public repository of structured organic reaction records. Task: describe an organic reaction: reactants, conditions, products, and yield Reactants: CC(C)(C)OC(=O)N1CC(N(C(=O)C(C)(C)C)C2CCC(F)(F)CC2)CC1C(=O)O, CCN. Yields the product CCNC(=O)C1CC(N(C(=O)C(C)(C)C)C2CCC(F)(F)CC2)CN1C(=O)OC(C)(C)C. As a reaction SMILES: [C:1](=[O:2])([O:3][C:4]([CH3:5])([CH3:6])[CH3:7])[N:8]1[CH:9]([C:10](=[O:11])[OH:12])[CH2:13][CH:14]([N:16]([C:17]([C:18]([CH3:19])([CH3:20])[CH3:21])=[O:22])[CH:23]2[CH2:24][CH2:25][C:26]([F:29])([F:30])[CH2:27][CH2:28]2)[CH2:15]1.[CH3:31][CH2:32][NH2:33]>>[C:1](=[O:2])([O:3][C:4]([CH3:5])([CH3:6])[CH3:7])[N:8]1[CH:9]([C:10](=[O:12])[NH:33][CH2:32][CH3:31])[CH2:13][CH:14]([N:16]([C:17]([C:18]([CH3:19])([CH3:20])[CH3:21])=[O:22])[CH:23]2[CH2:24][CH2:25][C:26]([F:29])([F:30])[CH2:27][CH2:28]2)[CH2:15]1. The reactants are C([O-])([O-])=O.[K+].[K+] (Potassium carbonate), COC(C1=CC(=C(C=C1)O)O)=O (3,4-dihydroxybenzoic acid methyl ester), C(C1=CC=CC=C1)Br (benzyl bromide). Run in CC(=O)C (acetone). The product is COC(C1=CC(=C(C=C1)OCC1=CC=CC=C1)OCC1=CC=CC=C1)=O (3,4-Dibenzyloxy benzoic acid methyl ester). Yield: 122.9%. As a reaction SMILES: C(=O)([O-])[O-].[K+].[K+].[CH3:7][O:8][C:9](=[O:18])[C:10]1[CH:15]=[CH:14][C:13]([OH:16])=[C:12]([OH:17])[CH:11]=1.[CH2:19](Br)[C:20]1[CH:25]=[CH:24][CH:23]=[CH:22][CH:21]=1>CC(C)=O>[CH3:7][O:8][C:9](=[O:18])[C:10]1[CH:15]=[CH:14][C:13]([O:16][CH2:19][C:20]2[CH:25]=[CH:24][CH:23]=[CH:22][CH:21]=2)=[C:12]([O:17][CH2:9][C:10]2[CH:15]=[CH:14][CH:13]=[CH:12][CH:11]=2)[CH:11]=1 |f:0.1.2|. Reported procedure: Potassium carbonate (6.5 g; 47 mmol) was added to a solution of 3,4-dihydroxybenzoic acid methyl ester (2.6 g; 15.7 mmol) and benzyl bromide (5.37 g; 31.4 mmol) in acetone (100 ml). The reaction mixture was refluxed for 12 hrs. After the removal of the solvent under reduced pressure, the residue was partitioned between ethyl acetate (150 ml) and water (50 ml). The ethyl acetate layer was washed with water (50 ml) and dried over anhydrous magnesium sulfate. Removal of the solvent under reduced pr...